Dataset: the Open Reaction Database (ORD), a public repository of structured organic reaction records. Task: describe an organic reaction: reactants, conditions, products, and yield Reactants: BrC=1C=C2CCC=3N=C(SC3C2=CC1)C1=C(C(=NO1)C1=CC=CC=C1)C(F)(F)F (5-(7-bromo-4,5-dihydronaphtho[2,1-d]thiazol-2-yl)-3-phenyl-4-(trifluoromethyl)isoxazole), C(CCC)[Sn](C=C)(CCCC)CCCC (tributyl(vinyl)stannane). The reagents and catalysts are C1=CC=C(C=C1)P(C2=CC=CC=C2)C3=CC=CC=C3.C1=CC=C(C=C1)P(C2=CC=CC=C2)C3=CC=CC=C3.Cl[Pd]Cl (bis(triphenylphosphine)palladium(II)chloride). Solvent: C1(=CC=CC=C1)C (toluene). Run at temperature 110 celsius. Yields the product C1(=CC=CC=C1)C1=NOC(=C1C(F)(F)F)C=1SC2=C(N1)CCC1=CC(=CC=C12)C=C (3-phenyl-4-(trifluoromethyl)-5-(7-vinyl-4,5-dihydronaphtho[2,1-d]thiazol-2-yl)isoxazole). Reaction SMILES: Br[C:2]1[CH:3]=[C:4]2[C:12](=[CH:13][CH:14]=1)[C:11]1[S:10][C:9]([C:15]3[O:19][N:18]=[C:17]([C:20]4[CH:25]=[CH:24][CH:23]=[CH:22][CH:21]=4)[C:16]=3[C:26]([F:29])([F:28])[F:27])=[N:8][C:7]=1[CH2:6][CH2:5]2.[CH2:30]([Sn](CCCC)(CCCC)C=C)[CH2:31]CC>C1(C)C=CC=CC=1.C1C=CC(P(C2C=CC=CC=2)C2C=CC=CC=2)=CC=1.C1C=CC(P(C2C=CC=CC=2)C2C=CC=CC=2)=CC=1.Cl[Pd]Cl>[C:20]1([C:17]2[C:16]([C:26]([F:27])([F:28])[F:29])=[C:15]([C:9]3[S:10][C:11]4[C:12]5[C:4](=[CH:3][C:2]([CH:30]=[CH2:31])=[CH:14][CH:13]=5)[CH2:5][CH2:6][C:7]=4[N:8]=3)[O:19][N:18]=2)[CH:25]=[CH:24][CH:23]=[CH:22][CH:21]=1 |f:3.4.5|. Procedure: To 5-(7-bromo-4,5-dihydronaphtho[2,1-d]thiazol-2-yl)-3-phenyl-4-(trifluoromethyl)isoxazole (Preparation 82D), 0.4 g, 0.838 mmol) in toluene (2 mL) was added tributyl(vinyl)stannane (0.294 mL, 1.00 mmol), followed by bis(triphenylphosphine)palladium(II)chloride (0.029 g, 0.042 mmol) at room temperature. The reaction mixture was heated at 110° C. for 3 h. The reaction mixture was loaded onto a silica gel column and purified using hexane/EtOAc (9.25:0.75, 300 mL). The desired fractions were collect... The reactants are C(=O)(O)C=1C(=NN(C1)C(C)(C)C)C1=CC=C(C=C1)F (4-carboxy-3-(4-fluorophenyl)-1-tert-butyl-1H-pyrazole), BrN1C(CCC1=O)=O (N-bromosuccinimide). The solvent is CN(C)C=O (DMF), CCOC(=O)C (EtOAc). Yields the product C(C)OC(=O)C=1C(=NN(C1)C(C)(C)C)C1=CC=C(C=C1)F (4-Ethoxycarbonyl-3-(4-fluoro-phenyl)-1-tert-butyl-1H-pyrazole). The yield is 75.2%. As a reaction SMILES: [C:1]([C:4]1[C:5]([C:13]2[CH:18]=[CH:17][C:16]([F:19])=[CH:15][CH:14]=2)=[N:6][N:7]([C:9]([CH3:12])([CH3:11])[CH3:10])[CH:8]=1)([OH:3])=[O:2].BrN1C(=O)C[CH2:23][C:22]1=O>CN(C=O)C.CCOC(C)=O>[CH2:22]([O:2][C:1]([C:4]1[C:5]([C:13]2[CH:14]=[CH:15][C:16]([F:19])=[CH:17][CH:18]=2)=[N:6][N:7]([C:9]([CH3:12])([CH3:11])[CH3:10])[CH:8]=1)=[O:3])[CH3:23]. Procedure: Add a solution of NaOH (15%, 6 mL) to a solution of 4-ethoxycarbonyl-3-(4-fluorophenyl)-1-tert-butyl-1H-pyrazole (0.350 g, 1.2 mmol) in MeOH (3 mL) and then add acetonitrile (1 mL). Stir the mixture at 50° C. for 3 h, cool to RT and add HCl (10%) until the pH=3. Extract the mixture with EtOAc (3×100 mL). Combine the organic layers and wash with brine (100 mL), dry (MgSO4) and concentrate to provide 4-carboxy-3-(4-fluorophenyl)-1-tert-butyl-1H-pyrazole as a yellow solid (0.320 g), MS (ESi+): 229.... Starting materials: CC(CCCCCCCCCCCCC)=O (2-pentadecanone), COC1=C(C(=CC(=C1)OC)OC)N=C=O (2,4,6-trimethoxyphenyl isocyanate), C(C)(C)[N-]C(C)C.[Li+] (lithium diisopropylamide). Yields the product O=C(CC(=O)NC1=C(C=C(C=C1OC)OC)OC)CCCCCCCCCCCC (3-oxo-N-(2,4,6-trimethoxyphenyl)pentadecanamide). RXN SMILES: [CH3:1][C:2](=[O:16])[CH2:3][CH2:4][CH2:5][CH2:6][CH2:7][CH2:8][CH2:9][CH2:10][CH2:11][CH2:12][CH2:13][CH2:14]C.[CH3:17][O:18][C:19]1[CH:24]=[C:23]([O:25][CH3:26])[CH:22]=[C:21]([O:27][CH3:28])[C:20]=1[N:29]=[C:30]=[O:31].C([N-]C(C)C)(C)C.[Li+]>>[O:16]=[C:2]([CH2:3][CH2:4][CH2:5][CH2:6][CH2:7][CH2:8][CH2:9][CH2:10][CH2:11][CH2:12][CH2:13][CH3:14])[CH2:1][C:30]([NH:29][C:20]1[C:19]([O:18][CH3:17])=[CH:24][C:23]([O:25][CH3:26])=[CH:22][C:21]=1[O:27][CH3:28])=[O:31] |f:2.3|. Procedure details: The title compound was prepared from 2-pentadecanone (0.54 g, 0.0023 mol), 2,4,6-trimethoxyphenyl isocyanate (prepared from 2,4,6-trimethoxyaniline hydrochloride and phosgene (2.5 eq)) and lithium diisopropylamide (0.0023 mol) using the procedure described in Example 1. The reactants are CC1=NC=C(C=C1)B(O)O (2-methylpyridine-5-boronic acid), ClC1=CC=C(N=N1)N1CCC(CC1)N1CCC2=CC=C(C=C12)F (1-(1-(6-chloropyridazin-3-yl)piperidin-4-yl)-6-fluoroindoline). The product is FC1=CC=C2CCN(C2=C1)C1CCN(CC1)C=1N=NC(=CC1)C=1C=NC(=CC1)C (6-fluoro-1-(1-(6-(6-methylpyridin-3-yl)pyridazin-3-yl)piperidin-4-yl)indoline). RXN SMILES: [CH3:1][C:2]1[CH:7]=[CH:6][C:5](B(O)O)=[CH:4][N:3]=1.Cl[C:12]1[N:17]=[N:16][C:15]([N:18]2[CH2:23][CH2:22][CH:21]([N:24]3[C:32]4[C:27](=[CH:28][CH:29]=[C:30]([F:33])[CH:31]=4)[CH2:26][CH2:25]3)[CH2:20][CH2:19]2)=[CH:14][CH:13]=1>>[F:33][C:30]1[CH:31]=[C:32]2[C:27]([CH2:26][CH2:25][N:24]2[CH:21]2[CH2:22][CH2:23][N:18]([C:15]3[N:16]=[N:17][C:12]([C:5]4[CH:4]=[N:3][C:2]([CH3:1])=[CH:7][CH:6]=4)=[CH:13][CH:14]=3)[CH2:19][CH2:20]2)=[CH:28][CH:29]=1. Procedure details: The title compound was prepared following the procedure as described in Example 1, Method A, STEP4, reacting 2-methylpyridine-5-boronic acid and 1-(1-(6-chloropyridazin-3-yl)piperidin-4-yl)-6-fluoroindoline. Reactants: NCC=1C=CC(=C(C(=O)O)C1)C (5-aminomethyl-2-methylbenzoic acid), CN(C)C(=[N+](C)C)ON1C2=C(C=CC=C2)N=N1.[B-](F)(F)(F)F (TBTU), CC1(CCCCC1)C(=O)O (1-methylcyclohexylcarboxylic acid), TEA. Solvent: CN(C)C=O (DMF). Yields the product CC1=C(C(=O)O)C=C(C=C1)CNC(=O)C1(CCCCC1)C (2-Methyl-5-[(1-methylcyclohexylcarbonylamino)methyl]benzoic acid). RXN SMILES: CN(C(ON1N=NC2C=CC=CC1=2)=[N+](C)C)C.[B-](F)(F)(F)F.[CH3:23][C:24]1([C:30](O)=[O:31])[CH2:29][CH2:28][CH2:27][CH2:26][CH2:25]1.[NH2:33][CH2:34][C:35]1[CH:36]=[CH:37][C:38]([CH3:44])=[C:39]([CH:43]=1)[C:40]([OH:42])=[O:41]>CN(C=O)C>[CH3:44][C:38]1[CH:37]=[CH:36][C:35]([CH2:34][NH:33][C:30]([C:24]2([CH3:23])[CH2:29][CH2:28][CH2:27][CH2:26][CH2:25]2)=[O:31])=[CH:43][C:39]=1[C:40]([OH:42])=[O:41] |f:0.1|. Reported procedure: TBTU (15 mmol; 4.9 g) was added to a mixture of 1-methylcyclohexylcarboxylic acid (15 mmol; 2.2 g), TEA (9.6 mL) and DMF (130 mL) at rt. After 10 min a mixture of 5-aminomethyl-2-methylbenzoic acid (6.3 g crude mixture with NaCl, see step (b) above) was added. After 3 h at rt the reaction mixture was concentrated, water was added and the formed precipitate was washed with water, dried and purified by preparative HPLC. Yield: 3.6 g (83%). MS [M+H]+=290; TLC: Rf=0.49 (silica gel, DCM:EtOH 9:1). Reactants: C(C)O (ethanol), O.NN (hydrazine monohydrate), C(C)N1C2=C(C(CCC1=O)(C)C)C=C(C=C2)[N+](=O)[O-] (1-Ethyl-5,5-dimethyl-7-nitro-1,3,4,5-tetrahydro-benzo[b]azepin-2-one). The reagents and catalysts are [Pd] (Palladium on activated carbon). Run in O (water). Product: NC1=CC2=C(N(C(CCC2(C)C)=O)CC)C=C1 (7-Amino-1-ethyl-5,5-dimethyl-1,3,4,5-tetrahydro-benzo[b]azepin-2-one). Yield: 73.0%. RXN SMILES: C(O)C.O.NN.[CH2:7]([N:9]1[C:15](=[O:16])[CH2:14][CH2:13][C:12]([CH3:18])([CH3:17])[C:11]2[CH:19]=[C:20]([N+:23]([O-])=O)[CH:21]=[CH:22][C:10]1=2)[CH3:8]>[Pd].O>[NH2:23][C:20]1[CH:21]=[CH:22][C:10]2[N:9]([CH2:7][CH3:8])[C:15](=[O:16])[CH2:14][CH2:13][C:12]([CH3:17])([CH3:18])[C:11]=2[CH:19]=1 |f:1.2|. Procedure details: Added 30 mL of ethanol, 10% Palladium on activated carbon, 50% wet with water for safety (273 mg), and hydrazine monohydrate (400 ul) to 1-Ethyl-5,5-dimethyl-7-nitro-1,3,4,5-tetrahydro-benzo[b]azepin-2-one (537 mg, 2.047 mmol). Heated reaction to 60° C. for 24 hours. Filtered reaction through Celite, and concentrated under reduced pressure. Purified with normal phase silica gel chromatography eluting with 40% to 60% ethyl acetate in hexane to obtain a yellow sticky solid, 7-Amino-1-ethyl-5,5-dim... Starting materials: IC=1C=CC(=NC1)C1(CCC1)C#N (1-(5-Iodo-pyridin-2-yl)-cyclobutane carbonitrile), S(O)(O)(=O)=O (sulfuric acid), O (water), O (water), CC(=O)O (AcOH). The solvent is CCOCC (Et2O). Conditions: temperature 115 celsius, time 5 hour. Yields the product IC=1C=CC(=NC1)C1(CCC1)C(=O)O (1-(5-iodo-pyridin-2-yl)-cyclobutane carboxylic acid). RXN SMILES: [I:1][C:2]1[CH:3]=[CH:4][C:5]([C:8]2([C:12]#N)[CH2:11][CH2:10][CH2:9]2)=[N:6][CH:7]=1.[OH2:14].CC(O)=[O:17].S(=O)(=O)(O)O>CCOCC>[I:1][C:2]1[CH:3]=[CH:4][C:5]([C:8]2([C:12]([OH:17])=[O:14])[CH2:11][CH2:10][CH2:9]2)=[N:6][CH:7]=1. Reported procedure: 1-(5-Iodo-pyridin-2-yl)-cyclobutane carbonitrile (4.0 g, 14 mmol) was combined with water (5.0 mL), glacial AcOH (5.0 mL) and concentrated sulfuric acid (5.0 mL). The homogeneous solution was heated to reflux (external bath: 115° C.). After 5 h, the solution was cooled to room temperature and poured into water (10 mL) and Et2O (15 mL). The layers were separated and the Et2O layer was discarded. The aqueous layer was adjusted to pH 4.5-5 by the addition of 2M aq. NaOH and then extracted with CH2C... The reactants are COCCOc1ccn2c(-c3ccc4cccc(NC5CCN(C(=O)OC(C)(C)C)C5)c4n3)cnc2c1, ClCCl, O=C(O)C(F)(F)F. Product: COCCOc1ccn2c(-c3ccc4cccc(NC5CCNC5)c4n3)cnc2c1. As a reaction SMILES: [CH3:1][O:2][CH2:3][CH2:4][O:5][c:6]1[cH:7][c:8]2[n:9]([cH:10][cH:11]1)[c:12](-[c:15]1[n:16][c:17]3[c:18]([NH:25][CH:26]4[CH2:27][N:28]([C:31]([O:32][C:33]([CH3:34])([CH3:35])[CH3:36])=[O:37])[CH2:29][CH2:30]4)[cH:19][cH:20][cH:21][c:22]3[cH:23][cH:24]1)[cH:13][n:14]2.[Cl:45][CH2:46][Cl:47].[OH:38][C:39]([C:40]([F:41])([F:42])[F:43])=[O:44]>>[CH3:1][O:2][CH2:3][CH2:4][O:5][c:6]1[cH:7][c:8]2[n:9]([cH:10][cH:11]1)[c:12](-[c:15]1[n:16][c:17]3[c:18]([NH:25][CH:26]4[CH2:27][NH:28][CH2:29][CH2:30]4)[cH:19][cH:20][cH:21][c:22]3[cH:23][cH:24]1)[cH:13][n:14]2. Starting materials: C1CC(CCC1CN2C(=O)C=CC2=O)C(=O)ON3C(=O)CC(C3=O)S(=O)(=O)[O-].[Na+] (Sulfo-SMCC), C1=CC=C(C=C1)C2=COC3(C2=O)C4=CC=CC=C4C(=O)O3 (fluorescamine), Cl.Cl.C(CN)N (ethylenediamine dihydrochloride). Run in C(C)(=O)[O-].[Na+] (sodium acetate). The product is C(CN)N (ethylenediamine), C1CC(CCC1CN2C(=O)C=CC2=O)C(=O)ON3C(=O)CC(C3=O)S(=O)(=O)[O-].[Na+] (sulfo-SMCC). As a reaction SMILES: [CH2:1]1[CH:6]([CH2:7][N:8]2[C:13](=[O:14])[CH:12]=[CH:11][C:9]2=[O:10])[CH2:5][CH2:4][CH:3]([C:15]([O:17][N:18]2[C:23](=[O:24])[CH:22]([S:25]([O-:28])(=[O:27])=[O:26])[CH2:21][C:19]2=[O:20])=[O:16])[CH2:2]1.[Na+:29].Cl.Cl.[CH2:32]([NH2:35])[CH2:33][NH2:34].C1C=CC(C2C(=O)C3(OC(=O)C4C3=CC=CC=4)OC=2)=CC=1>C([O-])(=O)C.[Na+]>[CH2:32]([NH2:35])[CH2:33][NH2:34].[CH2:1]1[CH:6]([CH2:7][N:8]2[C:9](=[O:10])[CH:11]=[CH:12][C:13]2=[O:14])[CH2:5][CH2:4][CH:3]([C:15]([O:17][N:18]2[C:23](=[O:24])[CH:22]([S:25]([O-:28])(=[O:27])=[O:26])[CH2:21][C:19]2=[O:20])=[O:16])[CH2:2]1.[Na+:29] |f:0.1,2.3.4,6.7,9.10|. Procedure details: Sulfo-SMCC (1 eq.)(Pierce Chemical Co., Rockford, Ill.) is dissolved in sodium acetate buffer (pH 7) and ethylenediamine dihydrochloride (5 eq.) is added. The reaction is monitored by TLC visualized with fluorescamine. When reaction is complete the reaction mixture is applied directly to a C18 reverse-phase HPLC column and eluted with a gradient of acetonitrile in triethanolamine/water, pH 7. The excess ethylene diamine elutes at the solvent front, followed by the desired product. A small amount...